This data is from the Open Reaction Database (ORD), a public repository of structured organic reaction records. The task is: describe an organic reaction: reactants, conditions, products, and yield As a reaction SMILES: [CH2:1]([NH:5][CH2:6][CH2:7][CH2:8][CH3:9])[CH2:2][CH2:3][CH3:4].[CH2:10]=O.[CH3:12][CH2:13][CH2:14][CH2:15][CH2:16][CH2:17][CH2:18][CH2:19][CH2:20][CH2:21][CH2:22][CH2:23][SH:24]>C(O)(C)C>[CH2:1]([N:5]([CH2:10][S:24][CH2:23][CH2:22][CH2:21][CH2:20][CH2:19][CH2:18][CH2:17][CH2:16][CH2:15][CH2:14][CH2:13][CH3:12])[CH2:6][CH2:7][CH2:8][CH3:9])[CH2:2][CH2:3][CH3:4]. Solvent: C(C)(C)O (isopropanol). Starting materials: C=O (formaldehyde), C(CCC)NCCCC (Dibutylamine), CCCCCCCCCCCCS (dodecylthiol). The product is C(CCC)N(CCCC)CSCCCCCCCCCCCC (Di(butyl) aminomethyl dodecylsulfide). Reaction conditions: time 1 hour. Reported procedure: Dibutylamine (129 gms.; 0.1 mole) was dissolved in isopropanol (25 gms). The solution was cooled in an ice bath and stirred during addition of aqueous formaldehyde (9 ml of 37% solution; 0.11 mole). To the solution there was added dodecylthiol (20.2 gms; 0.1 mole) in one portion and the mixture was stirred for 1 hour at room temperature. Di(butyl) aminomethyl dodecylsulfide was obtained as a clear, homogeneous solution. Starting materials: FC(C=1C=C(COCC2(CC(CC2)N2C(C3=CC=CC=C3C2=O)=O)C2=CC=CC=C2)C=C(C1)C(F)(F)F)(F)F (2-((1RS,3RS)-3-((3,5-bis(trifluoromethyl)benzyloxy)methyl)-3-phenylcyclopentyl)isoindoline-1,3-dione), FC(C=1C=C(COCC2(CC(CC2)N2C(C3=CC=CC=C3C2=O)=O)C2=CC=CC=C2)C=C(C1)C(F)(F)F)(F)F (2-((1SR,3RS)-3-((3,5-bis(trifluoromethyl)benzyloxy)methyl)-3-phenylcyclopentyl)isoindoline-1,3-dione), C1(C=2C(C(N1)=O)=CC=CC2)=O (Phthalimide), FC(C=1C=C(COCC2(CC(CC2)O)C2=CC=CC=C2)C=C(C1)C(F)(F)F)(F)F (3-((3,5-bis(trifluoromethyl)benzyloxy)methyl)-3-phenylcyclopentanol), N(=NC(=O)OCC)C(=O)OCC (diethyl azodicarboxylate). Solvent: C(C)(=O)OCC (ethyl acetate), O (water), C1CCOC1 (THF), C1CCOC1 (THF). Run at temperature 0 celsius, time 30 minute. The product is FC(C=1C=C(COC[C@]2(C[C@H](CC2)N2C(C3=CC=CC=C3C2=O)=O)C2=CC=CC=C2)C=C(C1)C(F)(F)F)(F)F (2-((1S,3R)-3-((3,5-bis(trifluoromethyl)benzyloxy)methyl)-3-phenylcyclopentyl)isoindoline-1,3-dione). As a reaction SMILES: N(C(OCC)=O)=NC(OCC)=O.C1(=O)NC(=O)C2=CC=CC=C12.FC(F)(F)C1C=C(C=C(C(F)(F)F)C=1)COCC1(C2C=CC=CC=2)CCC(O)C1.[F:53][C:54]([F:91])([F:90])[C:55]1[CH:56]=[C:57]([CH:83]=[C:84]([C:86]([F:89])([F:88])[F:87])[CH:85]=1)[CH2:58][O:59][CH2:60][C:61]1([C:77]2[CH:82]=[CH:81][CH:80]=[CH:79][CH:78]=2)[CH2:65][CH2:64][CH:63]([N:66]2[C:74](=[O:75])[C:73]3[C:68](=[CH:69][CH:70]=[CH:71][CH:72]=3)[C:67]2=[O:76])[CH2:62]1>C1COCC1.C(OCC)(=O)C.O>[F:88][C:86]([F:87])([F:89])[C:84]1[CH:83]=[C:57]([CH:56]=[C:55]([C:54]([F:91])([F:90])[F:53])[CH:85]=1)[CH2:58][O:59][CH2:60][C@:61]1([C:77]2[CH:78]=[CH:79][CH:80]=[CH:81][CH:82]=2)[CH2:65][CH2:64][C@H:63]([N:66]2[C:74](=[O:75])[C:73]3[C:68](=[CH:69][CH:70]=[CH:71][CH:72]=3)[C:67]2=[O:76])[CH2:62]1. Reported procedure: To a solution of tripehnylphosphine (102 mg) in THF (0.20 mL) at 0° C. was added diethyl azodicarboxylate (61 μL) and the resulting solution was stirred at 0° C. for 30 min. Phthalimide (57 mg) was added followed by 3-((3,5-bis(trifluoromethyl)benzyloxy)methyl)-3-phenylcyclopentanol (available from Step E of Example 1) (148 mg) in THF (0.50 mL), and the reaction mixture was stirred at 0° C. for 2 h. The reaction mixture was diluted with ethyl acetate and water was added. The aqueous layer was ex... The reactants are C(C1=CC=CC=C1)N (benzylamine), ClC=1C2=C(N=C(N1)C1=NC=CN=C1)SC=C2C (4-chloro-2-(pyrazin-2-yl)-5-methyl-thieno-[2,3-d]-pyrimidine). Yields the product N1=C(C=NC=C1)C=1N=C(C2=C(N1)SC=C2C)NCC2=CC=CC=C2 (2-(pyrazin-2-yl)-4-benzylamino-5-methyl-thieno-[2,3-d]-pyrimidine). RXN SMILES: [CH2:1]([NH2:8])[C:2]1[CH:7]=[CH:6][CH:5]=[CH:4][CH:3]=1.Cl[C:10]1[C:11]2[C:24]([CH3:25])=[CH:23][S:22][C:12]=2[N:13]=[C:14]([C:16]2[CH:21]=[N:20][CH:19]=[CH:18][N:17]=2)[N:15]=1>>[N:17]1[CH:18]=[CH:19][N:20]=[CH:21][C:16]=1[C:14]1[N:15]=[C:10]([NH:8][CH2:1][C:2]2[CH:7]=[CH:6][CH:5]=[CH:4][CH:3]=2)[C:11]2[C:24]([CH3:25])=[CH:23][S:22][C:12]=2[N:13]=1. Procedure details: With the procedure of Example 1, the reaction of benzylamine with 4-chloro-2-(pyrazin-2-yl)-5-methyl-thieno-[2,3-d]-pyrimidine yields 2-(pyrazin-2-yl)-4-benzylamino-5-methyl-thieno-[2,3-d]-pyrimidine. Reactants: [Al+3], C1CCOC1, CO, CC(C)N1CCC(Oc2ccc(C3(CNC(=O)OC(C)(C)C)CCOCC3)cc2)CC1, ClCCl, [H-], [H-], [H-], [H-], [Li+], [Na+], [OH-], O. Yields the product CNCC1(c2ccc(OC3CCN(C(C)C)CC3)cc2)CCOCC1. As a reaction SMILES: [Al+3:33].[CH2:41]1[O:42][CH2:43][CH2:44][CH2:45]1.[CH3:49][OH:50].[CH:1]([CH3:2])([CH3:3])[N:4]1[CH2:5][CH2:6][CH:7]([O:10][c:11]2[cH:12][cH:13][c:14]([C:17]3([CH2:23][NH:24][C:25](=[O:26])[O:27][C:28]([CH3:29])([CH3:30])[CH3:31])[CH2:18][CH2:19][O:20][CH2:21][CH2:22]3)[cH:15][cH:16]2)[CH2:8][CH2:9]1.[Cl:46][CH2:47][Cl:48].[H-:32].[H-:35].[H-:36].[H-:37].[Li+:34].[Na+:40].[OH-:39].[OH2:38]>>[CH:1]([CH3:2])([CH3:3])[N:4]1[CH2:5][CH2:6][CH:7]([O:10][c:11]2[cH:12][cH:13][c:14]([C:17]3([CH2:23][NH:24][CH3:25])[CH2:18][CH2:19][O:20][CH2:21][CH2:22]3)[cH:15][cH:16]2)[CH2:8][CH2:9]1. The reactants are solution, C(CCC)[Li] (n-butyllithium), ClC1=CC=C(C=C1)NC(=O)N1N=C(C(C1)C1=CC=CC=C1)C1=CC=C(C=C1)Cl (N,3-bis-(4-chlorophenyl)-4-phenyl-4,5-dihydro-1H-pyrazole-1-carboxamide), IC (iodomethane), C(C)(C)NC(C)C (diisopropylamine). Run in CCCCCC (hexane), O1CCCC1 (tetrahydrofuran), O1CCCC1 (tetrahydrofuran), C(C)(=O)O (acetic acid). Run at time 15 minute. Yields the product ClC1=CC=C(C=C1)NC(=O)N1N=C(C(C1)(C)C1=CC=CC=C1)C1=CC=C(C=C1)Cl (N,3-bis-(4-chlorophenyl)-4-phenyl-4-methyl-4,5-dihydro-1H-pyrazole-1-carboxamide). The yield is 99.0%. Reaction SMILES: [CH:1](NC(C)C)(C)C.C([Li])CCC.[Cl:13][C:14]1[CH:19]=[CH:18][C:17]([NH:20][C:21]([N:23]2[CH2:27][CH:26]([C:28]3[CH:33]=[CH:32][CH:31]=[CH:30][CH:29]=3)[C:25]([C:34]3[CH:39]=[CH:38][C:37]([Cl:40])=[CH:36][CH:35]=3)=[N:24]2)=[O:22])=[CH:16][CH:15]=1.IC>O1CCCC1.CCCCCC.C(O)(=O)C>[Cl:13][C:14]1[CH:19]=[CH:18][C:17]([NH:20][C:21]([N:23]2[CH2:27][C:26]([C:28]3[CH:33]=[CH:32][CH:31]=[CH:30][CH:29]=3)([CH3:1])[C:25]([C:34]3[CH:35]=[CH:36][C:37]([Cl:40])=[CH:38][CH:39]=3)=[N:24]2)=[O:22])=[CH:16][CH:15]=1. Procedure: To 2.1 g of diisopropylamine dissolved in 15 ml of tetrahydrofuran and cooled in an ice salt bath was added 8.0 ml of a 2.7 molar solution of n-butyllithium in hexane. After stirring for 5 minutes a solution of 4.2 g of N,3-bis-(4-chlorophenyl)-4-phenyl-4,5-dihydro-1H-pyrazole-1-carboxamide (Example D) in 15 ml of tetrahydrofuran was added and the resulting solution stirred for 15 minutes. To this solution was added 1.0 ml of iodomethane and, after 15 minutes 1.0 ml of acetic acid was added. The... The reactants are COC(COC1=C2C(=C(C(=NC2=C(C=C1)F)CC)CC1=CC=C(C=C1)S(=O)(=O)C)OC(F)F)=O ([4-difluoromethoxy-2-ethyl-8-fluoro-3-(4-methanesulfonylbenzyl)quinolin-5-yloxy]acetic acid methyl ester), CO (methanol), [OH-].[Li+] (lithium hydroxide), O (water). Run in C(C)(=O)O (acetic acid). Conditions: time 35 minute. Product: FC(OC1=C(C(=NC2=C(C=CC(=C12)OCC(=O)O)F)CC)CC1=CC=C(C=C1)S(=O)(=O)C)F ([4-difluoromethoxy-2-ethyl-8-fluoro-3-(4-methanesulfonylbenzyl)quinolin-5-yloxy]acetic Acid). RXN SMILES: C[O:2][C:3](=[O:34])[CH2:4][O:5][C:6]1[CH:15]=[CH:14][C:13]([F:16])=[C:12]2[C:7]=1[C:8]([O:30][CH:31]([F:33])[F:32])=[C:9]([CH2:19][C:20]1[CH:25]=[CH:24][C:23]([S:26]([CH3:29])(=[O:28])=[O:27])=[CH:22][CH:21]=1)[C:10]([CH2:17][CH3:18])=[N:11]2.CO.[OH-].[Li+].O>C(O)(=O)C>[F:33][CH:31]([F:32])[O:30][C:8]1[C:7]2[C:12](=[C:13]([F:16])[CH:14]=[CH:15][C:6]=2[O:5][CH2:4][C:3]([OH:34])=[O:2])[N:11]=[C:10]([CH2:17][CH3:18])[C:9]=1[CH2:19][C:20]1[CH:25]=[CH:24][C:23]([S:26]([CH3:29])(=[O:28])=[O:27])=[CH:22][CH:21]=1 |f:2.3|. Procedure details: A mixture of [4-difluoromethoxy-2-ethyl-8-fluoro-3-(4-methanesulfonylbenzyl)quinolin-5-yloxy]acetic acid methyl ester (0.82 g), methanol (33 mL), 5.0 M aqueous lithium hydroxide solution (0.7 mL) and water (1.4 mL) was stirred at room temperature for 35 minutes. The pH of the mixture was adjusted to 4 by the addition of glacial acetic acid and the solvent removed under reduced pressure. The residue was diluted with water (4.0 mL) and the solid collected by filtration, washed with water and dried... Reactants: NC1=NC=NC(=C1C(=O)N)N1CCC(CC1)C=1N(C=C(N1)C1=CC(=C(C=C1)F)C(F)(F)F)C (4-Amino-6-{4-[4-(4-fluoro-3-trifluoromethyl-phenyl)-1-methyl-1H-imidazol-2-yl]-piperidin-1-yl}-pyrimidine-5-carboxamide), NC1=NC=NC(=C1C#N)N1CCC(CC1)C=1N(C=C(N1)C1=CC(=C(C=C1)F)C)CCO (4-Amino-6-{4-[4-(4-fluoro-3-methyl-phenyl)-1-(2-hydroxy-ethyl)-1H-imidazol-2-yl]-piperidin-1-yl}-pyrimidine-5-carbonitrile). Product: NC1=NC=NC(=C1C(=O)N)N1CCC(CC1)C=1N(C=C(N1)C1=CC(=C(C=C1)F)C)CCO (4-Amino-6-{4-[4-(4-fluoro-3-methyl-phenyl)-1-(2-hydroxy-ethyl)-1H-imidazol-2-yl]-piperidin-1-yl}-pyrimidine-5-carboxylic acid amide). Reaction SMILES: [NH2:1][C:2]1[C:7]([C:8]([NH2:10])=[O:9])=[C:6]([N:11]2[CH2:16][CH2:15][CH:14]([C:17]3[N:18]([CH3:33])[CH:19]=[C:20]([C:22]4[CH:27]=[CH:26][C:25]([F:28])=[C:24]([C:29](F)(F)F)[CH:23]=4)[N:21]=3)[CH2:13][CH2:12]2)[N:5]=[CH:4][N:3]=1.NC1C(C#N)=C(N2CCC(C3N(C[CH2:63][OH:64])C=C(C4C=CC(F)=C(C)C=4)N=3)CC2)N=CN=1>>[NH2:1][C:2]1[C:7]([C:8]([NH2:10])=[O:9])=[C:6]([N:11]2[CH2:16][CH2:15][CH:14]([C:17]3[N:18]([CH2:33][CH2:63][OH:64])[CH:19]=[C:20]([C:22]4[CH:27]=[CH:26][C:25]([F:28])=[C:24]([CH3:29])[CH:23]=4)[N:21]=3)[CH2:13][CH2:12]2)[N:5]=[CH:4][N:3]=1. Reported procedure: The title compound was prepared in an analogous manner as 4-Amino-6-{4-[4-(4-fluoro-3-trifluoromethyl-phenyl)-1-methyl-1H-imidazol-2-yl]-piperidin-1-yl}-pyrimidine-5-carboxamide using 4-Amino-6-{4-[4-(4-fluoro-3-methyl-phenyl)-1-(2-hydroxy-ethyl)-1H-imidazol-2-yl]-piperidin-1-yl}-pyrimidine-5-carbonitrile instead of 4-amino-6-(4-{4-[4-fluoro-3-(trifluoromethyl)phenyl]-1-methyl-1H-imidazol-2-yl}piperidin-1-yl)pyrimidine-5-carbonitrile. LC-MS: (M+1=440, obsd.=440).